This data is from the Open Reaction Database (ORD), a public repository of structured organic reaction records. The task is: describe an organic reaction: reactants, conditions, products, and yield The reactants are Brc1ncccn1, CCO, NCCCN. The product is NCCCNc1ncccn1. Reaction SMILES: [Br:1][c:2]1[n:3][cH:4][cH:5][cH:6][n:7]1.[CH3:13][CH2:14][OH:15].[NH2:8][CH2:9][CH2:10][CH2:11][NH2:12]>>[c:2]1([NH:12][CH2:11][CH2:10][CH2:9][NH2:8])[n:3][cH:4][cH:5][cH:6][n:7]1. Starting materials: ClC1=C(C(C=O)=CC=C1)O (3-chlorosalicylaldehyde), BrC1=CC=C(NS(=O)(=O)CC(=O)O)C=C1 (4-bromoanilinosulfonyl acetic acid). Solvent: C(C)(=O)O (acetic acid). The product is BrC1=CC=C(C=C1)NS(=O)(=O)C=1C(OC2=C(C=CC=C2C1)Cl)=O (N-(4-Bromophenyl)-8-chloro-2-oxo-2H-chromene-3-sulfonamide). Reaction SMILES: [Cl:1][C:2]1[CH:9]=[CH:8][CH:7]=[C:4]([CH:5]=O)[C:3]=1[OH:10].[Br:11][C:12]1[CH:25]=[CH:24][C:15]([NH:16][S:17]([CH2:20][C:21](O)=[O:22])(=[O:19])=[O:18])=[CH:14][CH:13]=1>C(O)(=O)C>[Br:11][C:12]1[CH:13]=[CH:14][C:15]([NH:16][S:17]([C:20]2[C:21](=[O:22])[O:10][C:3]3[C:4]([CH:5]=2)=[CH:7][CH:8]=[CH:9][C:2]=3[Cl:1])(=[O:19])=[O:18])=[CH:24][CH:25]=1. Procedure details: A solution of 3-chlorosalicylaldehyde (1 mmol) and 4-bromoanilinosulfonyl acetic acid (1 mmol) in acetic acid (10 mL) was subjected to the General Procedure 1, Method A to yield the title compound; m.p. 202-204° C. The reactants are [OH-].[Na+] (NaOH), S(=O)(Cl)Cl (Thionylchloride), O (water), ClC=1C=C2C(CC(C2=CC1)O)C1=CC=C(C=C1)F (5-chloro-3-(4-fluorophenyl)-2,3-dihydro-1H-inden-1-ol). Run in CCOCC (ether), CN(C)C=O (DMF). Conditions: time 2 hour. The product is ClC1CC(C2=CC(=CC=C12)Cl)C1=CC=C(C=C1)F (1,5-dichloro-3-(4-fluorophenyl)-2,3-dihydro-1H-inden). RXN SMILES: S(Cl)([Cl:3])=O.O.[Cl:6][C:7]1[CH:8]=[C:9]2[C:13](=[CH:14][CH:15]=1)[CH:12](O)[CH2:11][CH:10]2[C:17]1[CH:22]=[CH:21][C:20]([F:23])=[CH:19][CH:18]=1.[OH-].[Na+]>CCOCC.CN(C=O)C>[Cl:3][CH:12]1[C:13]2[C:9](=[CH:8][C:7]([Cl:6])=[CH:15][CH:14]=2)[CH:10]([C:17]2[CH:22]=[CH:21][C:20]([F:23])=[CH:19][CH:18]=2)[CH2:11]1 |f:3.4|. Procedure: Thionylchloride (44 ml) was added dropwise with water-cooling to a solution of 5-chloro-3-(4-fluorophenyl)-2,3-dihydro-1H-inden-1-ol in ether (2L) with a catalytic amount of DMF (0.5 ml). Then the mixture was stirred for 2 hours at room temperature, poured into ice and neutralized with 9N NaOH. The organic phase was separated, dried (MgSO4) and evaporated to give 140 g of crude 1,5-dichloro-3-(4-fluorophenyl)-2,3-dihydro-1H-inden. Reagents/catalysts: [Pd] (palladium-on-carbon). Reported procedure: A mixture of 0.5 g of ethyl 8,9-difluoro-6-oxo-6H-benzo[c]quinolizine-5-carboxylate and 0.5 g of 10% palladium-on-carbon in 50 ml of trifluoroacetic acid was shaken under 40 lb. of hydrogen in a Parr apparatus for 2 hours. The mixture was filtered and the solvent evaporated. The concentrate was partitioned between aqueous sodium bicarbonate and dichloromethane. The organic layer was dried followed by adding hexanes to give 0.45 g of the desired product, mp 166°-168° c. The solvent is FC(C(=O)O)(F)F (trifluoroacetic acid). As a reaction SMILES: [F:1][C:2]1[C:3]([F:22])=[CH:4][C:5]2[N:14]3[C:9]([CH:10]=[CH:11][CH:12]=[CH:13]3)=[C:8]([C:15]([O:17][CH2:18][CH3:19])=[O:16])[C:7](=[O:20])[C:6]=2[CH:21]=1.[H][H]>FC(F)(F)C(O)=O.[Pd]>[F:1][C:2]1[C:3]([F:22])=[CH:4][C:5]2[N:14]3[C:9]([CH2:10][CH2:11][CH2:12][CH2:13]3)=[C:8]([C:15]([O:17][CH2:18][CH3:19])=[O:16])[C:7](=[O:20])[C:6]=2[CH:21]=1. The reactants are FC=1C(=CC2=C(C(C(=C3C=CC=CN23)C(=O)OCC)=O)C1)F (ethyl 8,9-difluoro-6-oxo-6H-benzo[c]quinolizine-5-carboxylate), [H][H] (hydrogen). Product: FC=1C(=CC2=C(C(C(=C3CCCCN23)C(=O)OCC)=O)C1)F (Ethyl 8,9-difluoro-1,2,3,4-tetrahydro-6-oxo-6H-benzo[c]quinolizine-5-carboxylate). The yield is 88.8%. The reactants are O=C1CCC(=O)N1Br, ClC(Cl)(Cl)Cl, CC(C)(C#N)N=NC(C)(C)C#N, COC(=O)c1ccccc1-c1ccc(C)cc1. Product: COC(=O)c1ccccc1-c1ccc(CBr)cc1. Reaction SMILES: [Br:18][N:19]1[C:20](=[O:21])[CH2:22][CH2:23][C:24]1=[O:25].[C:38]([Cl:39])([Cl:40])([Cl:41])[Cl:42].[N:26]#[C:27][C:28]([N:29]=[N:30][C:31]([C:32]#[N:33])([CH3:34])[CH3:35])([CH3:36])[CH3:37].[c:1]1([CH3:17])[cH:2][cH:3][c:4](-[c:7]2[c:8]([C:9](=[O:10])[O:11][CH3:12])[cH:13][cH:14][cH:15][cH:16]2)[cH:5][cH:6]1>>[c:1]1([CH2:17][Br:18])[cH:2][cH:3][c:4](-[c:7]2[c:8]([C:9](=[O:10])[O:11][CH3:12])[cH:13][cH:14][cH:15][cH:16]2)[cH:5][cH:6]1. The reactants are C1NCCC2=CC=CC=C12 (1,2,3,4-tetrahydroisoquinoline), CC(=O)C (aceton), [SH2]=N.C1(=CC=CC=C1)NC(=O)C1=C(C(=O)O)C=CC=C1 (phenylcarbamoyl-benzoic acid sulfimide), CC(=O)C (aceton). Solvent: O (water). Run at temperature 5 celsius, time 45 minute. Yields the product C1(=CC=CC=C1)NC(=O)N1CC2=CC=CC=C2CC1 (N-phenylcarbamoyl-1,2,3,4-tetrahydroisoquinoline). Isolated yield 90.5%. As a reaction SMILES: [CH2:1]1[C:10]2[C:5](=[CH:6][CH:7]=[CH:8][CH:9]=2)[CH2:4][CH2:3][NH:2]1.CC(C)=O.[SH2]=N.[C:17]1([NH:23][C:24](C2C=CC=CC=2C(O)=O)=[O:25])[CH:22]=[CH:21][CH:20]=[CH:19][CH:18]=1>O>[C:17]1([NH:23][C:24]([N:2]2[CH2:3][CH2:4][C:5]3[C:10](=[CH:9][CH:8]=[CH:7][CH:6]=3)[CH2:1]2)=[O:25])[CH:22]=[CH:21][CH:20]=[CH:19][CH:18]=1 |f:2.3|. Procedure details: A solution of 1.35 g 1,2,3,4-tetrahydroisoquinoline with 5 ml aceton was added dropwise to a suspension of 1.5 g phenylcarbamoyl-benzoic acid sulfimide with 20 ml aceton, at ambient temperature. The reaction mixture was stirred for 45 minutes, then diluted with 150 ml water, cooled to 5° C. and the precipitated crystalline product was filtered, washed with water and dried. 1.18 g N-phenylcarbamoyl-1,2,3,4-tetrahydroisoquinoline was obtained with a melting point of 145°-146° C. The reactants are O1CCCC1 (Tetrahydrofuran), Cl (hydrochloric acid), carboxyl chloride, C(CCCCCCCCC)C=1C=NC(=NC1)C1=CC=C(C=C1)O (5-decyl-2-(4'-hydroxyphenyl)-pyrimidine). The solvent is C(C)N(CC)CC (triethylamine). Reaction conditions: time 1 hour. Product: C(CCCC)C1=CCC(CC1)C(=O)OC1=CC=C(C=C1)C1=NC=C(C=N1)CCCCCCCCCC (2-{4'-[(4-pentyl-3-cyclohexenyl)-carbonyloxy]-phenyl)-5-decylpyrimidine). RXN SMILES: [O:1]1[CH2:5][CH2:4][CH2:3][CH2:2]1.[CH2:6]([C:16]1[CH:17]=[N:18][C:19]([C:22]2[CH:27]=[CH:26][C:25]([OH:28])=[CH:24][CH:23]=2)=[N:20][CH:21]=1)[CH2:7][CH2:8][CH2:9][CH2:10][CH2:11][CH2:12][CH2:13][CH2:14][CH3:15].Cl>C(N(CC)CC)C>[CH2:7]([C:6]1[CH2:16][CH2:21][CH:4]([C:5]([O:28][C:25]2[CH:24]=[CH:23][C:22]([C:19]3[N:20]=[CH:21][C:16]([CH2:6][CH2:7][CH2:8][CH2:9][CH2:10][CH2:11][CH2:12][CH2:13][CH2:14][CH3:15])=[CH:17][N:18]=3)=[CH:27][CH:26]=2)=[O:1])[CH2:3][CH:2]=1)[CH2:8][CH2:9][CH2:10][CH3:11]. Procedure details: 2-{4'-[(4-pentyl-3-cyclohexenyl)-carbonyloxy]-phenyl}-5-decylpyrimidine is synthesized as follows. Tetrahydrofuran (35 carboxyl chloride (2.3 g) and 5-decyl-2-(4'-hydroxyphenyl)-pyrimidine (3.66 g). The reaction mixture is stirred until homogenous, then triethylamine (2.5 ml) is added. The reaction mixture immediately turns turbid. The turbid solution is stirred 1 hour, poured into a dilute (5%) hydrochloric acid solution, and extracted with ethyl acetate. The combined organic layers are then ex...